Dataset: the Open Reaction Database (ORD), a public repository of structured organic reaction records. Task: describe an organic reaction: reactants, conditions, products, and yield Reactants: CC1(CC2=C(C(N1)=O)SC(=N2)N2CCOC1=C2C=C(C=C1)O)C (6,6-Dimethyl-2-(6-hydroxy-2,3-dihydrobenzo[1,4]oxazin-4-yl)-6,7-dihydro-[1,3]thiazolo[5,4-c]pyridin-4(5H)-one), FC1=NC(=CC=C1)C(=O)N (2-fluoro-6-pyridinecarboxamide), CC(C)([O-])C.[Na+] (sodium tert-butoxide). Solvent: C1CCOC1 (THF). Reaction conditions: temperature 145 celsius. The product is CC1(CC2=C(C(N1)=O)SC(=N2)N2CCOC1=C2C=C(C=C1)OC1=CC=CC(=N1)C(=O)N)C (6-{[4-(6,6-Dimethyl-4-oxo-4,5,6,7-tetrahydro[1,3]thiazolo[5,4-c]pyridin-2-yl)-3,4-dihydro-2H-1,4-benzoxazin-6-yl]oxy}pyridine-2-carboxamide). The yield is 11.7%. As a reaction SMILES: [CH3:1][C:2]1([CH3:23])[NH:7][C:6](=[O:8])[C:5]2[S:9][C:10]([N:12]3[C:17]4[CH:18]=[C:19]([OH:22])[CH:20]=[CH:21][C:16]=4[O:15][CH2:14][CH2:13]3)=[N:11][C:4]=2[CH2:3]1.F[C:25]1[CH:30]=[CH:29][CH:28]=[C:27]([C:31]([NH2:33])=[O:32])[N:26]=1.CC(C)([O-])C.[Na+]>C1COCC1>[CH3:1][C:2]1([CH3:23])[NH:7][C:6](=[O:8])[C:5]2[S:9][C:10]([N:12]3[C:17]4[CH:18]=[C:19]([O:22][C:25]5[N:26]=[C:27]([C:31]([NH2:33])=[O:32])[CH:28]=[CH:29][CH:30]=5)[CH:20]=[CH:21][C:16]=4[O:15][CH2:14][CH2:13]3)=[N:11][C:4]=2[CH2:3]1 |f:2.3|. Reported procedure: To a solution of Example 57 (75 mg, 0.227 mmol) in THF (4 mL) was added 2-fluoro-6-pyridinecarboxamide (64 mg, 0.453 mmol) and sodium tert-butoxide (87 mg, 0.906 mmol). The reaction was heated to 145° C. under microwave irradiation for 50 minutes then cooled to r.t. The mixture was partitioned between DCM (50 mL) and water (50 mL); the organic phase was washed with brine (50 mL), dried (MgSO4), and concentrated in vacuo. The residue was purified by preparative HPLC (Method 6) to give the title c... Starting materials: CC=1C=NNC1C(=O)OC (Methyl 4-methyl-1H-pyrazole-5-carboxylate), C([O-])([O-])=O.[Cs+].[Cs+] (cesium carbonate), CI (Methyl iodide). The solvent is O (water), C(Cl)Cl (DCM), C(C)#N (acetonitrile). Conditions: time 16 hour. The product is CN1N=CC(=C1C(=O)OC)C (Methyl 1,4-dimethyl-1H-pyrazole-5-carboxylate). Isolated yield 31.3%. Reaction SMILES: [CH3:1][C:2]1[CH:3]=[N:4][NH:5][C:6]=1[C:7]([O:9][CH3:10])=[O:8].[C:11](=O)([O-])[O-].[Cs+].[Cs+].CI>C(#N)C.O.C(Cl)Cl>[CH3:11][N:5]1[C:6]([C:7]([O:9][CH3:10])=[O:8])=[C:2]([CH3:1])[CH:3]=[N:4]1 |f:1.2.3|. Reported procedure: Methyl 4-methyl-1H-pyrazole-5-carboxylate (0.5 g) and cesium carbonate (1.16 g) were dissolved in acetonitrile (10 ml). Methyl iodide (0.25 ml) was added and the mixture stirred at RT for 16 h. The reaction mixture was diluted with water (20 ml) and DCM (20 ml) and separated using a hydrophobic frit. The aqueous layer was extracted with DCM (2×20 ml) using a hydrophobic frit. The solvent was removed in vacuo and the residue was purified by flash chromatography eluting with a gradient of 0-100% e... The reactants are COC(=O)c1sc(-c2cccc(NCC3CCCCC3)c2)c(Br)c1OCC(=O)OC(C)(C)C, O=C(Cl)Cc1ccccc1, c1ccncc1. The product is COC(=O)c1sc(-c2cccc(N(CC3CCCCC3)C(=O)Cc3ccccc3)c2)c(Br)c1OCC(=O)OC(C)(C)C. As a reaction SMILES: [CH3:11][O:12][C:13](=[O:14])[c:15]1[s:16][c:17](-[c:30]2[cH:31][c:32]([NH:36][CH2:37][CH:38]3[CH2:39][CH2:40][CH2:41][CH2:42][CH2:43]3)[cH:33][cH:34][cH:35]2)[c:18]([Br:29])[c:19]1[O:20][CH2:21][C:22](=[O:23])[O:24][C:25]([CH3:26])([CH3:27])[CH3:28].[c:1]1([CH2:7][C:8](=[O:9])[Cl:10])[cH:2][cH:3][cH:4][cH:5][cH:6]1.[cH:44]1[cH:45][cH:46][n:47][cH:48][cH:49]1>>[c:1]1([CH2:7][C:8](=[O:9])[N:36]([c:32]2[cH:31][c:30](-[c:17]3[s:16][c:15]([C:13]([O:12][CH3:11])=[O:14])[c:19]([O:20][CH2:21][C:22](=[O:23])[O:24][C:25]([CH3:26])([CH3:27])[CH3:28])[c:18]3[Br:29])[cH:35][cH:34][cH:33]2)[CH2:37][CH:38]2[CH2:39][CH2:40][CH2:41][CH2:42][CH2:43]2)[cH:2][cH:3][cH:4][cH:5][cH:6]1. The reactants are C(C)(=O)N1CCC(CC1)CN1C(C(OCC1)C(=O)OC(C)(C)C)CN (4-(1-acetyl-4-piperidinylmethyl)-2-(tert -butoxycarbonyl)-aminomethylmorpholine), FC(C(=O)O)(F)F (trifluoroacetic acid), O (water), NC1=C(C=C(C=2OCCC21)C(=O)O)Cl (4-amino-5-chloro-2, 3-dihydrobenzo[b]furan-7-carboxylic acid), N,N′-carbonyldiimidazole, CN(C)C=O (DMF). Solvent: C(Cl)Cl (methylene chloride). Reaction conditions: time 2 hour. The product is C(C)(=O)N1CCC(CC1)CN1CC(OCC1)CNC(=O)C1=CC(=C(C2=C1OCC2)N)Cl (N-[{4-(1-acetyl-4-piperidinylmethyl)-2-morpholinyl}methyl]-4-amino-5-chloro-2,3-dihydrobenzo[b]furan-7-carboxamide). RXN SMILES: [C:1]([N:4]1[CH2:9][CH2:8][CH:7]([CH2:10][N:11]2[CH2:16][CH2:15][O:14][CH:13]([C:17](OC(C)(C)C)=O)[CH:12]2CN)[CH2:6][CH2:5]1)(=[O:3])[CH3:2].FC(F)(F)C(O)=O.[NH2:33][C:34]1[C:42]2[CH2:41][CH2:40][O:39][C:38]=2[C:37]([C:43](O)=[O:44])=[CH:36][C:35]=1[Cl:46].O.C[N:49](C=O)C>C(Cl)Cl>[C:1]([N:4]1[CH2:5][CH2:6][CH:7]([CH2:10][N:11]2[CH2:16][CH2:15][O:14][CH:13]([CH2:17][NH:49][C:43]([C:37]3[C:38]4[O:39][CH2:40][CH2:41][C:42]=4[C:34]([NH2:33])=[C:35]([Cl:46])[CH:36]=3)=[O:44])[CH2:12]2)[CH2:8][CH2:9]1)(=[O:3])[CH3:2]. Procedure details: To a solution of 4-(1-acetyl-4-piperidinylmethyl)-2-(tert -butoxycarbonyl)-aminomethylmorpholine (Reference Example 15) (0.70 g) in methylene chloride (5 ml) was added trifluoroacetic acid (5 ml), and the mixture was stirred at room temperature for 2 hours. The reaction solution was dried under reduced pressure to be solidified, and the residue was dissolved in toluene, and then dried under reduced pressure to be solidified again. To the residue was added water, and the mixture was alkalified wi... Reactants: COC(=O)c1ccc(C=CC(=O)OC(C)(C)C)cc1OC, ClCCl, O=C(O)C(F)(F)F. Product: COC(=O)c1ccc(C=CC(=O)O)cc1OC. RXN SMILES: [CH3:1][O:2][c:3]1[cH:4][c:5]([CH:6]=[CH:7][C:8](=[O:9])[O:10][C:11]([CH3:12])([CH3:13])[CH3:14])[cH:15][cH:16][c:17]1[C:18](=[O:19])[O:20][CH3:21].[Cl:29][CH2:30][Cl:31].[OH:22][C:23]([C:24]([F:25])([F:26])[F:27])=[O:28]>>[CH3:1][O:2][c:3]1[cH:4][c:5]([CH:6]=[CH:7][C:8](=[O:9])[OH:10])[cH:15][cH:16][c:17]1[C:18](=[O:19])[O:20][CH3:21]. Yields the product FC(OCC[C@@H](C(=O)OCC1=CC=CC=C1)NC(=O)OC)F ((S)-benzyl 4-(difluoromethoxy)-2-(methoxycarbonylamino)butanoate). Run in ClCCl (dichloromethane). Run at temperature 0 celsius, time 30 minute. Procedure: (S)-Benzyl 2-amino-4-(difluoromethoxy)butanoate (116 mg, 0.448 mmol) was dissolved in anhydrous dichloromethane (2.5 mL) and cooled down to 0° C. and TEA (181 mg, 1.79 mmol) and methylchloroformate (51 mg, 0.538 mmol) were added respectively. The mixture was stirred for 30 minutes and then it was stirred at room temperature overnight. The resulting product mixture was quenched with saturated NaHCO3 and extracted with dichloromethane. The organic layer was washed with saturated NH4Cl solution and... Yield: 39.4%. RXN SMILES: [NH2:1][C@@H:2]([CH2:13][CH2:14][O:15][CH:16]([F:18])[F:17])[C:3]([O:5][CH2:6][C:7]1[CH:12]=[CH:11][CH:10]=[CH:9][CH:8]=1)=[O:4].[CH3:19][O:20][C:21](Cl)=[O:22]>ClCCl>[F:18][CH:16]([F:17])[O:15][CH2:14][CH2:13][C@H:2]([NH:1][C:21]([O:20][CH3:19])=[O:22])[C:3]([O:5][CH2:6][C:7]1[CH:12]=[CH:11][CH:10]=[CH:9][CH:8]=1)=[O:4]. Reactants: TEA, COC(=O)Cl (methylchloroformate), N[C@H](C(=O)OCC1=CC=CC=C1)CCOC(F)F ((S)-Benzyl 2-amino-4-(difluoromethoxy)butanoate). Starting materials: C1(CCCCC1)C1=CC=C(OC[C@@H]2CN=C(O2)N)C=C1 ((S)-5-(4-cyclohexyl-phenoxymethyl)-4,5-dihydro-oxazol-2-ylamine), C(C)OC(C#CCC(C)C)=O (5-methyl-hex-2-ynoic acid ethyl ester), CC(CC#C)C (4-methyl-pent-1-yne), ClC(=O)OCC (ethyl chloroformate). The solvent is C(Cl)(Cl)Cl (CHCl3). Yields the product C1(CCCCC1)C1=CC=C(OC[C@@H]2CN3C(=NC(C=C3CC(C)C)=O)O2)C=C1 ((S)-2-(4-Cyclohexyl-phenoxymethyl)-5-isobutyl-2,3-dihydro-oxazolo[3,2-a]pyrimidin-7-one). As a reaction SMILES: [CH:1]1([C:7]2[CH:20]=[CH:19][C:10]([O:11][CH2:12][C@H:13]3[O:17][C:16]([NH2:18])=[N:15][CH2:14]3)=[CH:9][CH:8]=2)[CH2:6][CH2:5][CH2:4][CH2:3][CH2:2]1.C([O:23][C:24](=O)[C:25]#[C:26][CH2:27][CH:28]([CH3:30])[CH3:29])C.CC(C)CC#C.ClC(OCC)=O>C(Cl)(Cl)Cl>[CH:1]1([C:7]2[CH:20]=[CH:19][C:10]([O:11][CH2:12][C@H:13]3[O:17][C:16]4=[N:18][C:24](=[O:23])[CH:25]=[C:26]([CH2:27][CH:28]([CH3:30])[CH3:29])[N:15]4[CH2:14]3)=[CH:9][CH:8]=2)[CH2:2][CH2:3][CH2:4][CH2:5][CH2:6]1. Reported procedure: The title compound was prepared from (S)-5-(4-cyclohexyl-phenoxymethyl)-4,5-dihydro-oxazol-2-ylamine and 5-methyl-hex-2-ynoic acid ethyl ester (prepared from 4-methyl-pent-1-yne and ethyl chloroformate in accordance with the procedures of G. Cai et al., Tetrahedron, 2006, 5697-5708) employing the procedure described in Example 99. [α]D25 −13.93 (c 0.546, CHCl3) Starting materials: C(C(=O)Cl)(=O)Cl (oxalyl chloride), ClCCOC1=CC=C2C(=CN(C(C2=C1)=O)C=1C=C(C(=O)O)C=CC1C)C (3-[7-(2-chloroethoxy)-4-methyl-1-oxoisoquinolin-2(1H)-yl]-4-methylbenzoic acid), CCN(C(C)C)C(C)C (N,N′-diisopropylethylamine), C1(CCC1)N (cyclobutylamine). The solvent is C(Cl)Cl (methylene chloride), CN(C)C=O (DMF). Conditions: temperature 0 celsius, time 4 hour. Yields the product ClCCOC1=CC=C2C(=CN(C(C2=C1)=O)C=1C=C(C(=O)NC2CCC2)C=CC1C)C (3-[7-(2-chloroethoxy)-4-methyl-1-oxoisoquinolin-2(1H)-yl]-N-cyclobutyl-4-methylbenzamide). RXN SMILES: [Cl:1][CH2:2][CH2:3][O:4][C:5]1[CH:14]=[C:13]2[C:8]([C:9]([CH3:26])=[CH:10][N:11]([C:16]3[CH:17]=[C:18]([CH:22]=[CH:23][C:24]=3[CH3:25])[C:19](O)=[O:20])[C:12]2=[O:15])=[CH:7][CH:6]=1.C(Cl)(=O)C(Cl)=O.CCN(C(C)C)C(C)C.[CH:42]1([NH2:46])[CH2:45][CH2:44][CH2:43]1>C(Cl)Cl.CN(C=O)C>[Cl:1][CH2:2][CH2:3][O:4][C:5]1[CH:14]=[C:13]2[C:8]([C:9]([CH3:26])=[CH:10][N:11]([C:16]3[CH:17]=[C:18]([CH:22]=[CH:23][C:24]=3[CH3:25])[C:19]([NH:46][CH:42]3[CH2:45][CH2:44][CH2:43]3)=[O:20])[C:12]2=[O:15])=[CH:7][CH:6]=1. Procedure details: A suspension of 3-[7-(2-chloroethoxy)-4-methyl-1-oxoisoquinolin-2(1H)-yl]-4-methylbenzoic acid (550 mg) in methylene chloride (10 ml) was cooled to 0° C. and oxalyl chloride (0.26 ml) was added followed by DMF (10 μl) and the reaction mixture was left to stir at room temperature for 1 hour when N,N′-diisopropylethylamine (1.03 ml) and cyclobutylamine (0.51 ml) were added. The reaction mixture was stirred at room temperature for 4 hours and concentrated. The residue was diluted with ethyl acetate... Reactants: COc1cc2nc[nH]c(=O)c2cc1OC, CN(C)C=O, O=S(Cl)Cl. Yields the product COc1cc2ncnc(Cl)c2cc1OC. Reaction SMILES: [CH3:1][O:2][c:3]1[cH:4][c:5]2[c:6](=[O:15])[nH:7][cH:8][n:9][c:10]2[cH:11][c:12]1[O:13][CH3:14].[O:16]=[CH:17][N:18]([CH3:19])[CH3:20].[S:21]([Cl:22])([Cl:23])=[O:24]>>[CH3:1][O:2][c:3]1[cH:4][c:5]2[c:6]([Cl:23])[n:7][cH:8][n:9][c:10]2[cH:11][c:12]1[O:13][CH3:14]. The reactants are OC=1C=NC(=NC1)C1=C(C(=C(C=C1)OCCCOCC(F)(F)OC(C(OC(C(C(C(F)(F)F)(F)F)(F)F)(F)F)(F)F)(F)F)F)F (5-hydroxy-2-[4-(3-(2-(2-(nonafluorobutoxy)tetrafluoroethoxy)-2,2-difluoroethoxy)propoxy)-2,3-difluorophenyl)pyrimidine), ICCCCCCCC (iodooctane). The product is C(CCCCCCC)OC=1C=NC(=NC1)C1=C(C(=C(C=C1)OCCCOCC(F)(F)OC(C(OC(C(C(C(F)(F)F)(F)F)(F)F)(F)F)(F)F)(F)F)F)F (5-Octyloxy-2-[4-(3-(2-(2-(nonafluorobutoxy)tetrafluoroethoxy)-2,2-difluoroethoxy)propoxy)-2,3-difluorophenyl]pyrimidine), crude product. Procedure: The title compound was prepared essentially as in Example 12 by combining 5-hydroxy-2-[4-(3-(2-(2-(nonafluorobutoxy)tetrafluoroethoxy)-2,2-difluoroethoxy)propoxy)-2,3-difluorophenyl)pyrimidine (1.0 g, 1.4 mmol, prepared essentially as described in DE 4,220,065) with iodooctane (0.31 g, 1.5 mmol). The resulting crude product was isolated essentially as described in Example 3 and purified by chromatography on silica gel, eluting with toluene, followed by Kugelrohr distillation (200° C. at 0.15 tor... As a reaction SMILES: [OH:1][C:2]1[CH:3]=[N:4][C:5]([C:8]2[CH:13]=[CH:12][C:11]([O:14][CH2:15][CH2:16][CH2:17][O:18][CH2:19][C:20]([O:23][C:24]([F:43])([F:42])[C:25]([F:41])([F:40])[O:26][C:27]([F:39])([F:38])[C:28]([F:37])([F:36])[C:29]([F:35])([F:34])[C:30]([F:33])([F:32])[F:31])([F:22])[F:21])=[C:10]([F:44])[C:9]=2[F:45])=[N:6][CH:7]=1.I[CH2:47][CH2:48][CH2:49][CH2:50][CH2:51][CH2:52][CH2:53][CH3:54]>>[CH2:47]([O:1][C:2]1[CH:7]=[N:6][C:5]([C:8]2[CH:13]=[CH:12][C:11]([O:14][CH2:15][CH2:16][CH2:17][O:18][CH2:19][C:20]([O:23][C:24]([F:43])([F:42])[C:25]([F:40])([F:41])[O:26][C:27]([F:38])([F:39])[C:28]([F:36])([F:37])[C:29]([F:34])([F:35])[C:30]([F:31])([F:32])[F:33])([F:21])[F:22])=[C:10]([F:44])[C:9]=2[F:45])=[N:4][CH:3]=1)[CH2:48][CH2:49][CH2:50][CH2:51][CH2:52][CH2:53][CH3:54].